This data is from the Open Reaction Database (ORD), a public repository of structured organic reaction records. The task is: describe an organic reaction: reactants, conditions, products, and yield Reaction SMILES: [F:1][C:2]([c:3]1[cH:4][c:5](-[c:15]2[cH:16][cH:17][c:18]([C:21]([F:22])([F:23])[F:24])[cH:19][cH:20]2)[n:6][c:7]2[n:8]1[n:9][cH:10][c:11]2[C:12](=[O:13])[OH:14])([F:25])[F:26].[OH:27][CH2:28][CH:29]([CH2:30][OH:31])[NH:32][S:33](=[O:34])(=[O:35])[c:36]1[s:37][c:38]([Cl:42])[c:39]([NH2:41])[cH:40]1>>[F:1][C:2]([c:3]1[cH:4][c:5](-[c:15]2[cH:16][cH:17][c:18]([C:21]([F:22])([F:23])[F:24])[cH:19][cH:20]2)[n:6][c:7]2[n:8]1[n:9][cH:10][c:11]2[C:12](=[O:13])[NH:41][c:39]1[c:38]([Cl:42])[s:37][c:36]([S:33]([NH:32][CH:29]([CH2:28][OH:27])[CH2:30][OH:31])(=[O:34])=[O:35])[cH:40]1)([F:25])[F:26]. Product: O=C(Nc1cc(S(=O)(=O)NC(CO)CO)sc1Cl)c1cnn2c(C(F)(F)F)cc(-c3ccc(C(F)(F)F)cc3)nc12. Reactants: O=C(O)c1cnn2c(C(F)(F)F)cc(-c3ccc(C(F)(F)F)cc3)nc12, Nc1cc(S(=O)(=O)NC(CO)CO)sc1Cl. As a reaction SMILES: [C:1]12([O:11][C:12]3[CH:18]=[CH:17][C:15]([NH2:16])=[CH:14][C:13]=3[Cl:19])[CH2:10][CH:5]3[CH2:6][CH:7]([CH2:9][CH:3]([CH2:4]3)[CH2:2]1)[CH2:8]2.Br[CH2:21][CH2:22][CH2:23][CH2:24]Br.C(=O)([O-])[O-].[K+].[K+]>C(O)C>[C:1]12([O:11][C:12]3[CH:18]=[CH:17][C:15]([N:16]4[CH2:24][CH2:23][CH2:22][CH2:21]4)=[CH:14][C:13]=3[Cl:19])[CH2:2][CH:3]3[CH2:4][CH:5]([CH2:6][CH:7]([CH2:9]3)[CH2:8]1)[CH2:10]2 |f:2.3.4|. Yields the product C12(CC3CC(CC(C1)C3)C2)OC2=C(C=C(C=C2)N2CCCC2)Cl (N-[4-(1-Adamantyloxy)-3-chlorophenyl]-pyrrolidine). Reported procedure: 1.7 g. (0.00612 Mole) of 4-(1-adamantyloxy)-3-chloroaniline. 1.32 g. (0.00612 mole) of 1,4-dibromobutane and 1.86 g. (0.0135 mole) of potassium carbonate were combined in 50 ml. of absolute ethanol and refluxed for 18 hours. Run in C(C)O (ethanol). Starting materials: C12(CC3CC(CC(C1)C3)C2)OC2=C(C=C(N)C=C2)Cl (4-(1-adamantyloxy)-3-chloroaniline), BrCCCCBr (1,4-dibromobutane), C([O-])([O-])=O.[K+].[K+] (potassium carbonate). Reactants: [OH-].[Na+] (NaOH), COC(=O)C=1C=NC(=NC1)N1CC2=C(NC=3C=CC(=CC23)C=2OC(=CC2)CN2CCN(CC2)C)CC1 (methyl-2-{8-[5-((4-methylpiperazin-1-yl)methyl)-2-furyl]-1,3,4,5-tetrahydro-2H-pyrido[4,3-b]indol-2-yl}pyrimidine-5-carboxylate), C(Cl)Cl (DCM), NO (hydroxylamine). Solvent: O (water), CO (methanol). Reaction conditions: time 1 hour. The product is ONC(=O)C=1C=NC(=NC1)N1CC2=C(NC=3C=CC(=CC23)C=2OC(=CC2)CN2CCN(CC2)C)CC1 (N-hydroxy-2-{8-[5-((4-methylpiperazin-1-yl)methyl)-2-furyl]-1,3,4,5-tetrahydro-2H-pyrido[4,3-b]indol-2-yl}pyrimidine-5-carboxamide). RXN SMILES: CO[C:3]([C:5]1[CH:6]=[N:7][C:8]([N:11]2[CH2:36][CH2:35][C:14]3[NH:15][C:16]4[CH:17]=[CH:18][C:19]([C:22]5[O:23][C:24]([CH2:27][N:28]6[CH2:33][CH2:32][N:31]([CH3:34])[CH2:30][CH2:29]6)=[CH:25][CH:26]=5)=[CH:20][C:21]=4[C:13]=3[CH2:12]2)=[N:9][CH:10]=1)=[O:4].C(Cl)Cl.[NH2:40][OH:41].[OH-].[Na+]>CO.O>[OH:41][NH:40][C:3]([C:5]1[CH:10]=[N:9][C:8]([N:11]2[CH2:36][CH2:35][C:14]3[NH:15][C:16]4[CH:17]=[CH:18][C:19]([C:22]5[O:23][C:24]([CH2:27][N:28]6[CH2:33][CH2:32][N:31]([CH3:34])[CH2:30][CH2:29]6)=[CH:25][CH:26]=5)=[CH:20][C:21]=4[C:13]=3[CH2:12]2)=[N:7][CH:6]=1)=[O:4] |f:3.4|. Reported procedure: To a 0° C. solution of methyl-2-{8-[5-((4-methylpiperazin-1-yl)methyl)-2-furyl]-1,3,4,5-tetrahydro-2H-pyrido[4,3-b]indol-2-yl}pyrimidine-5-carboxylate (0.1 g) in methanol:DCM (5:2 mL) was added 50% aqueous hydroxylamine solution (2 mL) and to the mixture was added solution of NaOH (0.8 g) in water (0.5 mL). The reaction mixture was stirred at room temperature for 1 hr and the progress of the reaction was monitored by TLC and upon completion of the reaction the solvent was removed under reduced p... Starting materials: BrC1=C(C=C(C=C1)N1C(C2=C(C1=O)CCCC2)=O)OC(C)C(=O)OCC (N-[4-bromo-3-(1-ethoxycarbonylethyloxy)phenyl]-3,4,5,6-tetrahydrophthalimide). The solvent is CO (methanol). The product is BrC1=C(C=C(C=C1)N1C(C2=C(C1=O)CCCC2)=O)OC(C)C(=O)OC (N-[4-bromo-3-(1-methoxycarbonylethyloxy)phenyl]-3,4,5,6-tetrahydrophthalimide). RXN SMILES: [Br:1][C:2]1[CH:7]=[CH:6][C:5]([N:8]2[C:12](=[O:13])[C:11]3[CH2:14][CH2:15][CH2:16][CH2:17][C:10]=3[C:9]2=[O:18])=[CH:4][C:3]=1[O:19][CH:20]([C:22]([O:24][CH2:25]C)=[O:23])[CH3:21]>CO>[Br:1][C:2]1[CH:7]=[CH:6][C:5]([N:8]2[C:12](=[O:13])[C:11]3[CH2:14][CH2:15][CH2:16][CH2:17][C:10]=3[C:9]2=[O:18])=[CH:4][C:3]=1[O:19][CH:20]([C:22]([O:24][CH3:25])=[O:23])[CH3:21]. Procedure details: A solution of 2.5 g. of N-[4-bromo-3-(1-ethoxycarbonylethyloxy)phenyl]-3,4,5,6-tetrahydrophthalimide in 30 ml. of methanol was prepared and HCl gas was bubbled at room temperature for 0.5 hour and then, the reaction mixture was kept for one night. The precipitate was separated by a filtration and washed with methanol to obtain 2.21 g. of Compound No. 16 shown in Table 1.